Dataset: the Open Reaction Database (ORD), a public repository of structured organic reaction records. Task: describe an organic reaction: reactants, conditions, products, and yield Reactants: CN(C)C=O, O=C(c1cnccc1Oc1cc(Cl)ccc1Cl)N1CCNc2ccccc21, [H-], CI, [Na+]. The product is CN1CCN(C(=O)c2cnccc2Oc2cc(Cl)ccc2Cl)c2ccccc21. As a reaction SMILES: [CH3:32][N:33]([CH3:34])[CH:35]=[O:36].[Cl:1][c:2]1[c:3]([O:4][c:5]2[c:6]([C:11](=[O:12])[N:13]3[CH2:14][CH2:15][NH:16][c:17]4[cH:18][cH:19][cH:20][cH:21][c:22]43)[cH:7][n:8][cH:9][cH:10]2)[cH:23][c:24]([Cl:27])[cH:25][cH:26]1.[H-:28].[I:30][CH3:31].[Na+:29]>>[Cl:1][c:2]1[c:3]([O:4][c:5]2[c:6]([C:11](=[O:12])[N:13]3[CH2:14][CH2:15][N:16]([CH3:31])[c:17]4[cH:18][cH:19][cH:20][cH:21][c:22]43)[cH:7][n:8][cH:9][cH:10]2)[cH:23][c:24]([Cl:27])[cH:25][cH:26]1. The reactants are C1CCOC1, CC1CCN(C2CCNCC2)CC1, CCN(C(C)C)C(C)C, Cc1ccc(C(=O)NC(C)C)cc1-c1nc(S(C)=O)nc2c1CNC(=O)N2c1c(F)cccc1F. The product is Cc1ccc(C(=O)NC(C)C)cc1-c1nc(N2CCC(N3CCC(C)CC3)CC2)nc2c1CNC(=O)N2c1c(F)cccc1F. Reaction SMILES: [CH2:58]1[O:59][CH2:60][CH2:61][CH2:62]1.[CH3:36][CH:37]1[CH2:38][CH2:39][N:40]([CH:43]2[CH2:44][CH2:45][NH:46][CH2:47][CH2:48]2)[CH2:41][CH2:42]1.[CH:49]([N:50]([CH2:51][CH3:52])[CH:53]([CH3:54])[CH3:55])([CH3:56])[CH3:57].[F:1][c:2]1[c:3]([N:9]2[C:10](=[O:35])[NH:11][CH2:12][c:13]3[c:14]2[n:15][c:16]([S:32]([CH3:33])=[O:34])[n:17][c:18]3-[c:19]2[cH:20][c:21]([C:22](=[O:23])[NH:24][CH:25]([CH3:26])[CH3:27])[cH:28][cH:29][c:30]2[CH3:31])[c:4]([F:8])[cH:5][cH:6][cH:7]1>>[F:1][c:2]1[c:3]([N:9]2[C:10](=[O:35])[NH:11][CH2:12][c:13]3[c:14]2[n:15][c:16]([N:46]2[CH2:45][CH2:44][CH:43]([N:40]4[CH2:39][CH2:38][CH:37]([CH3:36])[CH2:42][CH2:41]4)[CH2:48][CH2:47]2)[n:17][c:18]3-[c:19]2[cH:20][c:21]([C:22](=[O:23])[NH:24][CH:25]([CH3:26])[CH3:27])[cH:28][cH:29][c:30]2[CH3:31])[c:4]([F:8])[cH:5][cH:6][cH:7]1. The reactants are CN(C)CC(=O)N1C2=C(C(NC3=C1C=CC=C3)=O)C=CC=N2 (6,11-dihydro-11-[(dimethylamino)acetyl]-5H-pyrido[2,3-b][1,5]benzodiazepin-5-one), P12(=S)SP3(=S)SP(=S)(S1)SP(=S)(S2)S3 (phosphorus pentasulfide). Run in N1=CC=CC=C1 (pyridine). Yields the product CN(C)CC(=O)N1C2=C(C(NC3=C1C=CC=C3)=S)C=CC=N2 (6,11-dihydro-11-[(dimethylamino)acetyl]-5H-pyrido[2,3-b][1,5]benzodiazepin-5-thione). Reaction SMILES: [CH3:1][N:2]([CH2:4][C:5]([N:7]1[C:13]2[CH:14]=[CH:15][CH:16]=[CH:17][C:12]=2[NH:11][C:10](=O)[C:9]2[CH:19]=[CH:20][CH:21]=[N:22][C:8]1=2)=[O:6])[CH3:3].P12(SP3(SP(SP(S3)(S1)=S)(=S)S2)=S)=[S:24]>N1C=CC=CC=1>[CH3:1][N:2]([CH2:4][C:5]([N:7]1[C:13]2[CH:14]=[CH:15][CH:16]=[CH:17][C:12]=2[NH:11][C:10](=[S:24])[C:9]2[CH:19]=[CH:20][CH:21]=[N:22][C:8]1=2)=[O:6])[CH3:3]. Procedure details: A mixture of 6,11-dihydro-11-[(dimethylamino)acetyl]-5H-pyrido[2,3-b][1,5]benzodiazepin-5-one (0.14 mole), phosphorus pentasulfide (0.155 mole) and 1200 ml. of pyridine is heated at reflux temperature for 24 hours and the pyridine is then evaporated. Methylene chloride and water are added, and the organic layer is separated (some solid is present), washed with aqueous sodium bicarbonate until only a trace of solid is present, then with saturated salt solution, dried over anhydrous magnesium sulf... The reactants are CCN=C=NCCCN(C)C, CCN(C(C)C)C(C)C, O=C(O)c1cc(Cl)cc(Cl)c1, Cl, O=C(NCC(=O)N1CCNCC1)c1ccc(Nc2ccccc2)cc1, CN(C)C=O, O, On1nnc2ccccc21. The product is O=C(NCC(=O)N1CCN(C(=O)c2cc(Cl)cc(Cl)c2)CC1)c1ccc(Nc2ccccc2)cc1. As a reaction SMILES: [CH3:21][CH2:22][N:23]=[C:24]=[N:25][CH2:26][CH2:27][CH2:28][N:29]([CH3:30])[CH3:31].[CH:1]([N:2]([CH2:3][CH3:4])[CH:5]([CH3:6])[CH3:7])([CH3:8])[CH3:9].[Cl:10][c:11]1[cH:12][c:13]([C:14](=[O:15])[OH:16])[cH:17][c:18]([Cl:20])[cH:19]1.[ClH:67].[O:42]=[C:43]([CH2:44][NH:45][C:46]([c:47]1[cH:48][cH:49][c:50]([NH:53][c:54]2[cH:55][cH:56][cH:57][cH:58][cH:59]2)[cH:51][cH:52]1)=[O:60])[N:61]1[CH2:62][CH2:63][NH:64][CH2:65][CH2:66]1.[O:68]=[CH:69][N:70]([CH3:71])[CH3:72].[OH2:73].[OH:32][n:33]1[c:34]2[c:35]([cH:36][cH:37][cH:38][cH:39]2)[n:40][n:41]1>>[Cl:10][c:11]1[cH:12][c:13]([C:14](=[O:16])[N:64]2[CH2:63][CH2:62][N:61]([C:43](=[O:42])[CH2:44][NH:45][C:46]([c:47]3[cH:48][cH:49][c:50]([NH:53][c:54]4[cH:55][cH:56][cH:57][cH:58][cH:59]4)[cH:51][cH:52]3)=[O:60])[CH2:66][CH2:65]2)[cH:17][c:18]([Cl:20])[cH:19]1. The reactants are C(#N)C1=CC=C(OC=2C=C(C(=O)O)C=C(C2)OC2=CC=C(C=C2)C#N)C=C1 (3,5-bis-(4-cyano-phenoxy)-benzoic acid), C1NCCC2=CC=CC=C12 (1,2,3,4-tetrahydro-isoquinoline). The product is C1N(CCC2=CC=CC=C12)C(=O)C1=CC(=CC(=C1)OC1=CC=C(C=C1)C#N)OC1=CC=C(C=C1)C#N ([3,4-Dihydro-1H-isoquinoline-2-carbonyl]-3,5-Bis-(4-cyano-phenoxy)-benzene). Isolated yield 85.2%. Reaction SMILES: [C:1]([C:3]1[CH:27]=[CH:26][C:6]([O:7][C:8]2[CH:9]=[C:10]([CH:14]=[C:15]([O:17][C:18]3[CH:23]=[CH:22][C:21]([C:24]#[N:25])=[CH:20][CH:19]=3)[CH:16]=2)[C:11]([OH:13])=O)=[CH:5][CH:4]=1)#[N:2].[CH2:28]1[C:37]2[C:32](=[CH:33][CH:34]=[CH:35][CH:36]=2)[CH2:31][CH2:30][NH:29]1>>[CH2:28]1[C:37]2[C:32](=[CH:33][CH:34]=[CH:35][CH:36]=2)[CH2:31][CH2:30][N:29]1[C:11]([C:10]1[CH:9]=[C:8]([O:7][C:6]2[CH:5]=[CH:4][C:3]([C:1]#[N:2])=[CH:27][CH:26]=2)[CH:16]=[C:15]([O:17][C:18]2[CH:19]=[CH:20][C:21]([C:24]#[N:25])=[CH:22][CH:23]=2)[CH:14]=1)=[O:13]. Procedure details: Following the procedure of Example 5(c) 3,5-bis-(4-cyano-phenoxy)-benzoic acid 0.8 g (2.24 mmol) and 1,2,3,4-tetrahydro-isoquinoline (0.3 g, 2.26 mmol) were used to afford 0.9 g of the required product. 1H NMR (DMSO-d6): δ 2.82 (2H, m), 3.58 (1H, m), 3.80 (1H, m), 4.08 (1H, m), 4.74 (1H, m), 7.10 (3H, m), 7.20 (4H, m), 7.28 (4H, d), 7.90 (2H, d). Reactants: BrB(Br)Br, CO, COCc1nc2c(C)ccnc2n1Cc1ccc(-c2ccccc2C(=O)OC)cc1, ClCCl. The product is COC(=O)c1ccccc1-c1ccc(Cn2c(CO)nc3c(C)ccnc32)cc1. As a reaction SMILES: [B:4]([Br:5])([Br:6])[Br:7].[CH3:38][OH:39].[CH3:8][O:9][C:10](=[O:11])[c:12]1[c:13](-[c:18]2[cH:19][cH:20][c:21]([CH2:24][n:25]3[c:26]([CH2:35][O:36][CH3:37])[n:27][c:28]4[c:29]3[n:30][cH:31][cH:32][c:33]4[CH3:34])[cH:22][cH:23]2)[cH:14][cH:15][cH:16][cH:17]1.[Cl:1][CH2:2][Cl:3]>>[CH3:8][O:9][C:10](=[O:11])[c:12]1[c:13](-[c:18]2[cH:19][cH:20][c:21]([CH2:24][n:25]3[c:26]([CH2:35][OH:36])[n:27][c:28]4[c:29]3[n:30][cH:31][cH:32][c:33]4[CH3:34])[cH:22][cH:23]2)[cH:14][cH:15][cH:16][cH:17]1. Reactants: C1=CC=CC=C1 (benzene), C(C)(C)O (isopropanol), C(C)(C)O (isopropanol). The product is C=CC (propylene), C1(=CC=CC=C1)C(C)C (cumene). Solvent: O (water). Reaction SMILES: [CH:1]1[CH:6]=[CH:5][CH:4]=[CH:3][CH:2]=1.[CH:7](O)([CH3:9])[CH3:8]>O>[CH2:2]=[CH:1][CH3:6].[C:1]1([CH:7]([CH3:9])[CH3:8])[CH:6]=[CH:5][CH:4]=[CH:3][CH:2]=1. Reported procedure: alkylation of benzene with isopropanol, or a blend of isopropanol and propylene, to give cumene and water, comprising effecting said alkylation reaction completely in gaseous phase and in the presence of a catalytic system containing a zeolite belonging to the MTW family; 2) oxidation of the cumene thus obtained to cumyl hydroperoxide; 3) treatment of the cumyl hydroperoxide with acids in order to obtain a mixture of phenol and acetone; 4) hydrogenation of the acetone to isopropanol which is rec...